Dataset: the Open Reaction Database (ORD), a public repository of structured organic reaction records. Task: describe an organic reaction: reactants, conditions, products, and yield The reactants are COC(CCC1=C(C=C(C=C1)OC1=CC(=CC(=C1)F)Br)C)=O (3-[4-(3-bromo-5-fluoro-phenoxy)-2-methyl-phenyl]-propionic acid methyl ester), C(C)C1=CC(=C(C=C1)O)C(C)C1=CC=CC=C1 (4-ethyl-2-(1-phenyl-ethyl)-phenol). Yields the product C(C)C1=CC(=C(OC=2C=C(OC3=CC(=C(C=C3)CCC(=O)O)C)C=C(C2)F)C=C1)C(C)C1=CC=CC=C1 (3-(4-{3-[4-Ethyl-2-(1-phenyl-ethyl)-phenoxy]-5-fluoro-phenoxy}-2-methyl-phenyl)-propionic acid). Reaction SMILES: C[O:2][C:3](=[O:22])[CH2:4][CH2:5][C:6]1[CH:11]=[CH:10][C:9]([O:12][C:13]2[CH:18]=[C:17]([F:19])[CH:16]=[C:15](Br)[CH:14]=2)=[CH:8][C:7]=1[CH3:21].[CH2:23]([C:25]1[CH:30]=[CH:29][C:28]([OH:31])=[C:27]([CH:32]([C:34]2[CH:39]=[CH:38][CH:37]=[CH:36][CH:35]=2)[CH3:33])[CH:26]=1)[CH3:24]>>[CH2:23]([C:25]1[CH:30]=[CH:29][C:28]([O:31][C:15]2[CH:14]=[C:13]([CH:18]=[C:17]([F:19])[CH:16]=2)[O:12][C:9]2[CH:10]=[CH:11][C:6]([CH2:5][CH2:4][C:3]([OH:2])=[O:22])=[C:7]([CH3:21])[CH:8]=2)=[C:27]([CH:32]([C:34]2[CH:39]=[CH:38][CH:37]=[CH:36][CH:35]=2)[CH3:33])[CH:26]=1)[CH3:24]. Reported procedure: The title compound is prepared by reacting the compound of 3-[4-(3-bromo-5-fluoro-phenoxy)-2-methyl-phenyl]-propionic acid methyl ester with 4-ethyl-2-(1-phenyl-ethyl)-phenol as in Example 18 to afford 0.078 g (29%). 1H NMR (400 MHz, CDCl3); MS (ES+) m/z mass calculated for C32H31O4F 498, found 499 (M+1, 100%).